describe an organic reaction: reactants, conditions, products, and yield From a dataset of the Open Reaction Database (ORD), a public repository of structured organic reaction records. Reactants: Cc1cn2cccc(OCc3ccccc3)c2n1, ClC(Cl)Cl, Cl, O=N[O-], [Na+], O. The product is Cc1nc2c(OCc3ccccc3)cccn2c1N=O. Reaction SMILES: [CH3:1][c:2]1[n:3][c:4]2[n:5]([cH:6][cH:7][cH:8][c:9]2[O:10][CH2:11][c:12]2[cH:13][cH:14][cH:15][cH:16][cH:17]2)[cH:18]1.[CH:19]([Cl:20])([Cl:21])[Cl:22].[ClH:23].[N:24](=[O:25])[O-:26].[Na+:27].[OH2:28]>>[CH3:1][c:2]1[n:3][c:4]2[n:5]([cH:6][cH:7][cH:8][c:9]2[O:10][CH2:11][c:12]2[cH:13][cH:14][cH:15][cH:16][cH:17]2)[c:18]1[N:24]=[O:25]. Starting materials: CC1=C(C=CC(=C1)I)O (2-methyl-4-iodophenol), BrCCBr (1,2-dibromoethane), [OH-].[Na+] (sodium hydroxide), C(C)O (ethanol). The solvent is ClCCl (dichloromethane). Product: BrCCOC1=C(C=C(C=C1)I)C (2-Bromo-1-(2-methyl-4-iodophenoxy)ethane), 21a. RXN SMILES: [CH3:1][C:2]1[CH:7]=[C:6]([I:8])[CH:5]=[CH:4][C:3]=1[OH:9].[Br:10][CH2:11][CH2:12]Br.[OH-].[Na+].C(O)C>ClCCl>[Br:10][CH2:11][CH2:12][O:9][C:3]1[CH:4]=[CH:5][C:6]([I:8])=[CH:7][C:2]=1[CH3:1] |f:2.3|. Procedure details: A mixture of 2-methyl-4-iodophenol (5.00 grams), 1,2-dibromoethane (2.76 mL), sodium hydroxide (1.3 grams) and ethanol (100 mL) was stirred at reflux for 5 hours before being poured into ice. The crude solid was dissolved in dichloromethane and washed with 1N NaOH. The organic layer was evaporated in vacuo to give 2-Bromo-1-(2-methyl-4-iodophenoxy)ethane Compound 21a as a tan solid. 1H NMR (CDCl3) δ 6.54 (d,1H), 4.25 (t, 2H), 3.66 (t, 2H), 2.20 (s, 3H).